This data is from the Open Reaction Database (ORD), a public repository of structured organic reaction records. The task is: describe an organic reaction: reactants, conditions, products, and yield Reactants: C(CCC)C1(CCC(CC1)C=1NC2=CC=CC=C2C1C1CC1)N(C)C (1-Butyl-4-(3-cyclopropyl-1H-indol-2-yl)-N,N-dimethylcyclohexanamine), Cl (hydrochloric acid). Run in ClC(Cl)Cl (trichloromethane), CO (methanol), CC(C)O (propan-2-ol). Yields the product Cl.C(CCC)C1(CCC(CC1)C=1NC2=CC=CC=C2C1C1CC1)N(C)C (1-Butyl-4-(3-cyclopropyl-1H-indol-2-yl)-N,N-dimethylcyclohexanamine hydrochloride). As a reaction SMILES: [CH2:1]([C:5]1([N:23]([CH3:25])[CH3:24])[CH2:10][CH2:9][CH:8]([C:11]2[NH:12][C:13]3[C:18]([C:19]=2[CH:20]2[CH2:22][CH2:21]2)=[CH:17][CH:16]=[CH:15][CH:14]=3)[CH2:7][CH2:6]1)[CH2:2][CH2:3][CH3:4].[ClH:26]>ClC(Cl)Cl.CO.CC(O)C>[ClH:26].[CH2:1]([C:5]1([N:23]([CH3:25])[CH3:24])[CH2:6][CH2:7][CH:8]([C:11]2[NH:12][C:13]3[C:18]([C:19]=2[CH:20]2[CH2:21][CH2:22]2)=[CH:17][CH:16]=[CH:15][CH:14]=3)[CH2:9][CH2:10]1)[CH2:2][CH2:3][CH3:4] |f:5.6|. Reported procedure: 1-Butyl-4-(3-cyclopropyl-1H-indol-2-yl)-N,N-dimethylcyclohexanamine (polar diastereomer) (135 mg, 0.398 mmol) was dissolved in trichloromethane (15 ml) and methanol (10 ml), and a 5 N hydrochloric acid (0.16 ml. 0.8 mmol) in propan-2-ol was added. The lilac-coloured solution was concentrated and diethyl ether (40 ml) was added. After 30 min the hydrochloride was separated off as a lilac-coloured solid by filtration and washing with diethyl ether (2×2 ml). Example 135 was obtained in a yield of 5... The reactants are CC(C)CC(=O)c1ccc2c(c1)CC(=O)N2, O=Cc1cc(Cl)c(O)c(Cl)c1. Product: CC(C)CC(=O)c1ccc2c(c1)C(=Cc1cc(Cl)c(O)c(Cl)c1)C(=O)N2. As a reaction SMILES: [CH3:1][CH:2]([CH2:3][C:4](=[O:5])[c:6]1[cH:7][c:8]2[c:12]([cH:13][cH:14]1)[NH:11][C:10](=[O:15])[CH2:9]2)[CH3:16].[Cl:17][c:18]1[cH:19][c:20]([CH:21]=[O:22])[cH:23][c:24]([Cl:27])[c:25]1[OH:26]>>[CH3:1][CH:2]([CH2:3][C:4](=[O:5])[c:6]1[cH:7][c:8]2[c:12]([cH:13][cH:14]1)[NH:11][C:10](=[O:15])[C:9]2=[CH:21][c:20]1[cH:19][c:18]([Cl:17])[c:25]([OH:26])[c:24]([Cl:27])[cH:23]1)[CH3:16].